This data is from the Open Reaction Database (ORD), a public repository of structured organic reaction records. The task is: describe an organic reaction: reactants, conditions, products, and yield Starting materials: OCCBr, O=C([O-])[O-], CC1(C)Cc2cc(O)c3c(c2C(c2ccccc2)=N1)CC(C)(C)O3, CN(C)C=O, [K+], [K+], O. The product is CC1(C)Cc2cc(OCCO)c3c(c2C(c2ccccc2)=N1)CC(C)(C)O3. RXN SMILES: [Br:1][CH2:2][CH2:3][OH:4].[C:5](=[O:6])([O-:7])[O-:8].[CH3:11][C:12]1([CH3:34])[N:13]=[C:14]([c:28]2[cH:29][cH:30][cH:31][cH:32][cH:33]2)[c:15]2[c:16]3[c:17]([c:18]([OH:22])[cH:19][c:20]2[CH2:21]1)[O:23][C:24]([CH3:26])([CH3:27])[CH2:25]3.[CH3:36][N:37]([CH3:38])[CH:39]=[O:40].[K+:10].[K+:9].[OH2:35]>>[CH2:2]([CH2:3][OH:4])[O:22][c:18]1[c:17]2[c:16]([c:15]3[c:20]([cH:19]1)[CH2:21][C:12]([CH3:11])([CH3:34])[N:13]=[C:14]3[c:28]1[cH:29][cH:30][cH:31][cH:32][cH:33]1)[CH2:25][C:24]([CH3:26])([CH3:27])[O:23]2. The reactants are BrC=1C=C2CCCNC2=C(C1)C(=O)O (6-bromo-1,2,3,4-tetrahydroquinoline-8-carboxylic acid), C(C1=CC=CC=C1)Br (benzyl bromide), C([O-])([O-])=O.[K+].[K+] (potassium carbonate), CN(C)C=O (DMF). The product is C(#N)C=1C=C2CCCNC2=C(C1)C(=O)OCC1=CC=CC=C1 (Benzyl 6-cyano-1,2,3,4-tetrahydroquinoline-8-carboxylate). Reaction SMILES: Br[C:2]1[CH:3]=[C:4]2[C:9](=[C:10]([C:12]([OH:14])=[O:13])[CH:11]=1)[NH:8][CH2:7][CH2:6][CH2:5]2.[CH2:15](Br)[C:16]1[CH:21]=[CH:20][CH:19]=[CH:18][CH:17]=1.C(=O)([O-])[O-].[K+].[K+].[CH3:29][N:30](C=O)C>>[C:29]([C:2]1[CH:3]=[C:4]2[C:9](=[C:10]([C:12]([O:14][CH2:15][C:16]3[CH:21]=[CH:20][CH:19]=[CH:18][CH:17]=3)=[O:13])[CH:11]=1)[NH:8][CH2:7][CH2:6][CH2:5]2)#[N:30] |f:2.3.4|. Procedure details: To a solution of 6-bromo-1,2,3,4-tetrahydroquinoline-8-carboxylic acid (4.91 g) in DMF (80 ml) was added benzyl bromide (2.5 ml) and potassium carbonate (7.88 g). The reaction mixture was stirred at room temperature for an hour, and then insoluble material was filtered off. To this filtrate was added ethyl acetate-n-hexane (1:1, 400 ml), washed with water, aqueous saturated sodium chloride solution successively and dried over anhydrous sodium sulfate. The solvent was evaporated to give the title... Reactants: CC(C)(C)[O-], Clc1nccc(-n2ccnc2-c2ccccc2)n1, Nc1cccnc1, [Na+], CC(=O)[O-], CC(=O)[O-], O, [Pd+2]. Product: c1ccc(-c2nccn2-c2ccnc(Nc3cccnc3)n2)cc1. As a reaction SMILES: [CH3:26][C:27]([CH3:28])([O-:29])[CH3:30].[Cl:1][c:2]1[n:3][cH:4][cH:5][c:6](-[n:8]2[c:9](-[c:13]3[cH:14][cH:15][cH:16][cH:17][cH:18]3)[n:10][cH:11][cH:12]2)[n:7]1.[NH2:19][c:20]1[cH:21][n:22][cH:23][cH:24][cH:25]1.[Na+:31].[O-:34][C:35]([CH3:36])=[O:37].[O-:38][C:39]([CH3:40])=[O:41].[OH2:32].[Pd+2:33]>>[c:2]1([NH:19][c:20]2[cH:21][n:22][cH:23][cH:24][cH:25]2)[n:3][cH:4][cH:5][c:6](-[n:8]2[c:9](-[c:13]3[cH:14][cH:15][cH:16][cH:17][cH:18]3)[n:10][cH:11][cH:12]2)[n:7]1. Reactants: CCC1c2nccnc2CCN1C(=O)CC(Cc1cc(F)c(F)cc1F)NC(=O)OC(C)(C)C, O=C([O-])O, CO, [Na+]. Product: CCC1c2nccnc2CCN1C(=O)CC(N)Cc1cc(F)c(F)cc1F. Reaction SMILES: [C:1]([O:2][C:3](=[O:4])[NH:8][CH:9]([CH2:10][C:11](=[O:12])[N:13]1[CH:14]([CH2:23][CH3:24])[c:15]2[n:16][cH:17][cH:18][n:19][c:20]2[CH2:21][CH2:22]1)[CH2:25][c:26]1[c:27]([F:34])[cH:28][c:29]([F:33])[c:30]([F:32])[cH:31]1)([CH3:5])([CH3:6])[CH3:7].[C:35](=[O:36])([OH:37])[O-:38].[CH3:40][OH:41].[Na+:39]>>[NH2:8][CH:9]([CH2:10][C:11](=[O:12])[N:13]1[CH:14]([CH2:23][CH3:24])[c:15]2[n:16][cH:17][cH:18][n:19][c:20]2[CH2:21][CH2:22]1)[CH2:25][c:26]1[c:27]([F:34])[cH:28][c:29]([F:33])[c:30]([F:32])[cH:31]1. Procedure: A solution of 3.05 g of ethyl α-[4-(2,3,4,5-tetrahydro-3-oxo-1,2,4-triazin-6-yl)phenoxy]acetate [prepared as described in Example 15(b) or (c) above] and 2.13 g of 2-(1-piperazinyl)ethylamine dissolved in 50 ml of ethanol was heated under reflux for 24 hours, whilst stirring. At the end of this time, the crystals which precipitated were collected by filtration and recrystallized from ethanol, to give 3 g of the title compound as colorless fine crystals melting at 177°-180° C. Yield: 110.7%. RXN SMILES: [O:1]=[C:2]1[NH:7][CH2:6][C:5]([C:8]2[CH:20]=[CH:19][C:11]([O:12][CH2:13][C:14]([O:16]CC)=[O:15])=[CH:10][CH:9]=2)=[N:4][NH:3]1.[N:21]1([CH2:27][CH2:28][NH2:29])[CH2:26][CH2:25][NH:24][CH2:23][CH2:22]1>C(O)C>[OH2:1].[N:21]1([CH2:27][CH2:28][NH:29][C:14](=[O:16])[CH2:13][O:12][C:11]2[CH:10]=[CH:9][C:8]([C:5]3[CH2:6][NH:7][C:2](=[O:1])[NH:3][N:4]=3)=[CH:20][CH:19]=2)[CH2:26][CH2:25][NH:24][CH2:23][CH2:22]1.[N:21]1([CH2:27][CH2:28][NH:29][C:14](=[O:15])[CH2:13][O:12][C:11]2[CH:10]=[CH:9][C:8]([C:5]3[CH2:6][NH:7][C:2](=[O:1])[NH:3][N:4]=3)=[CH:20][CH:19]=2)[CH2:26][CH2:25][NH:24][CH2:23][CH2:22]1 |f:3.4.5|. Product: O.N1(CCNCC1)CCNC(COC1=CC=C(C=C1)C=1CNC(NN1)=O)=O.N1(CCNCC1)CCNC(COC1=CC=C(C=C1)C=1CNC(NN1)=O)=O (N-[2-(1-Piperazinyl)ethyl]-α-[4-(2,3,4,5-tetrahydro-3-oxo-1,2,4-triazin-6-yl)phenoxy]acetamide hemihydrate). Reactants: O=C1NN=C(CN1)C1=CC=C(OCC(=O)OCC)C=C1 (ethyl 2-[4-(2,3,4,5-tetrahydro-3-oxo-1,2,4-triazin-6-yl)phenoxy]acetate), N1(CCNCC1)CCN (2-(1-piperazinyl)ethylamine). Run in C(C)O (ethanol). The reactants are C=CC=O, [K+], [K+], O=C([O-])[O-], C1COCCO1, CCCc1ccc(OCc2ccc(C=O)c(O)c2)c(OC)c1. Product: CCCc1ccc(OCc2ccc3c(c2)OCC(C=O)=C3)c(OC)c1. As a reaction SMILES: [CH:29](=[O:30])[CH:31]=[CH2:32].[K+:23].[K+:24].[O-:25][C:26]([O-:27])=[O:28].[O:33]1[CH2:34][CH2:35][O:36][CH2:37][CH2:38]1.[OH:1][c:2]1[c:3]([CH:4]=[O:5])[cH:6][cH:7][c:8]([CH2:10][O:11][c:12]2[c:13]([O:21][CH3:22])[cH:14][c:15]([CH2:18][CH2:19][CH3:20])[cH:16][cH:17]2)[cH:9]1>>[O:1]1[c:2]2[c:3]([cH:6][cH:7][c:8]([CH2:10][O:11][c:12]3[c:13]([O:21][CH3:22])[cH:14][c:15]([CH2:18][CH2:19][CH3:20])[cH:16][cH:17]3)[cH:9]2)[CH:4]=[C:31]([CH:29]=[O:30])[CH2:32]1. The reactants are C(CCC)N (butylamine), C([O-])([O-])=O.[K+].[K+] (potassium carbonate), C(C)#N (acetonitrile), S(=O)(=O)(C1=CC=CC=2C(N(C)C)=CC=CC12)Cl (dansyl chloride). Solvent: O (water). Run at time 1.5 hour. Product: C(CCC)NS(=O)(=O)C1=CC=CC=2C(N(C)C)=CC=CC12 (n-butyl dansylamide). Reaction SMILES: [S:1](Cl)([C:4]1[C:16]2[CH:15]=[CH:14][CH:13]=[C:9]([N:10]([CH3:12])[CH3:11])[C:8]=2[CH:7]=[CH:6][CH:5]=1)(=[O:3])=[O:2].[CH2:18]([NH2:22])[CH2:19][CH2:20][CH3:21].C(=O)([O-])[O-].[K+].[K+].C(#N)C>O>[CH2:18]([NH:22][S:1]([C:4]1[C:16]2[CH:15]=[CH:14][CH:13]=[C:9]([N:10]([CH3:12])[CH3:11])[C:8]=2[CH:7]=[CH:6][CH:5]=1)(=[O:3])=[O:2])[CH2:19][CH2:20][CH3:21] |f:2.3.4|. Procedure details: One equivalent of dansyl chloride (7) was added to a solution containing 2 equivalents of both butylamine and potassium carbonate in 1:1 acetonitrile:water. Solution was stirred at room temperature for 1.5 hrs. Acetonitrile was then removed and water residue extracted with ethyl acetate. The organic solution washed with 5% sodium bicarbonate, 2M citric acid and brine. Solution was dried over magnesium sulfate, filtered and solvent removed by flash evaporation. Crude was dissolved in minimal amou...